This data is from the Open Reaction Database (ORD), a public repository of structured organic reaction records. The task is: describe an organic reaction: reactants, conditions, products, and yield Reactants: [Li]CCCC, CC(C)NC(C)C, CC(=O)C(F)(F)F, C1CCOC1, C#Cc1ccc(S(=O)(=O)c2ccncc2)cc1. Yields the product CC(O)(C#Cc1ccc(S(=O)(=O)c2ccncc2)cc1)C(F)(F)F. RXN SMILES: [CH2:8]([Li:9])[CH2:10][CH2:11][CH3:12].[CH:1]([NH:2][CH:3]([CH3:4])[CH3:5])([CH3:6])[CH3:7].[F:30][C:31]([C:32](=[O:33])[CH3:34])([F:35])[F:36].[O:37]1[CH2:38][CH2:39][CH2:40][CH2:41]1.[n:13]1[cH:14][cH:15][c:16]([S:19](=[O:20])(=[O:21])[c:22]2[cH:23][cH:24][c:25]([C:28]#[CH:29])[cH:26][cH:27]2)[cH:17][cH:18]1>>[n:13]1[cH:14][cH:15][c:16]([S:19](=[O:20])(=[O:21])[c:22]2[cH:23][cH:24][c:25]([C:28]#[C:29][C:32]([C:31]([F:30])([F:35])[F:36])([OH:33])[CH3:34])[cH:26][cH:27]2)[cH:17][cH:18]1. Reactants: NC1=CC=2N=CN=C(C2C=N1)SC (7-amino-4-methylthiopyrido[4,3-d]pyrimidine), FC=1C=C(N)C=CC1 (3-fluoroaniline). Conditions: temperature 160 celsius, time 30 minute. The product is NC1=CC=2N=CN=C(C2C=N1)NC1=CC(=CC=C1)F (7-amino-4-(3-fluoroanilino)pyrido[4,3-d]pyrimidine). Yield: 64.7%. RXN SMILES: [NH2:1][C:2]1[N:11]=[CH:10][C:9]2[C:8](SC)=[N:7][CH:6]=[N:5][C:4]=2[CH:3]=1.[F:14][C:15]1[CH:16]=[C:17]([CH:19]=[CH:20][CH:21]=1)[NH2:18]>>[NH2:1][C:2]1[N:11]=[CH:10][C:9]2[C:8]([NH:18][C:17]3[CH:19]=[CH:20][CH:21]=[C:15]([F:14])[CH:16]=3)=[N:7][CH:6]=[N:5][C:4]=2[CH:3]=1. Procedure: A mixture of 7-amino-4-methylthiopyrido[4,3-d]pyrimidine (215 mg, 1.12 mmol) and 3-fluoroaniline (1.16 g, 10.4 mmol) is stirred at 160° C. for 30 min. The resulting product is chromatographed over silica gel (6-7% MeOH/CH2Cl2) to give 7-amino-4-(3-fluoroanilino)pyrido[4,3-d]pyrimidine (185 mg, 65%) as a white solid. 1H NMR (DMSO) δ 9.94 (1H, brs), 9.36 (1H, s), 8.46 (1H, s), 7.91 (1H, brd, J=11.9 Hz), 7.63 (1H, brd, J=8.1 Hz), 7.41 (1H, dd, J=15.7, 7.7 Hz), 6.93 (1H, dt, Jt=8.5 Hz, Jd=2.4 Hz), 6... The reactants are COC=1C=C(C(=O)NC2=C3C=CN=CC3=CC=C2)C=CC1OC (5-(3,4-dimethoxybenzamido) isoquinoline), Cl (hydrochloric acid), CO (methanol). Reagents/catalysts: [Pt]=O (platinum oxide). Product: Cl.COC=1C=C(C(=O)NC2=C3CCNCC3=CC=C2)C=CC1OC (5-(3,4-dimethoxybenzamido)-1,2,3,4-tetrahydroisoquinoline hydrochloride). As a reaction SMILES: [CH3:1][O:2][C:3]1[CH:4]=[C:5]([CH:19]=[CH:20][C:21]=1[O:22][CH3:23])[C:6]([NH:8][C:9]1[CH:18]=[CH:17][CH:16]=[C:15]2[C:10]=1[CH:11]=[CH:12][N:13]=[CH:14]2)=[O:7].CO.[ClH:26]>[Pt]=O>[ClH:26].[CH3:1][O:2][C:3]1[CH:4]=[C:5]([CH:19]=[CH:20][C:21]=1[O:22][CH3:23])[C:6]([NH:8][C:9]1[CH:18]=[CH:17][CH:16]=[C:15]2[C:10]=1[CH2:11][CH2:12][NH:13][CH2:14]2)=[O:7] |f:4.5|. Procedure: 5-(3,4-dimethoxybenzamido) isoquinoline (2.7 g) was dissolved in 10% hydrochloric acid (100 ml) and methanol (100 ml) with warming. This was hydrogenated over platinum oxide (200 mg) at 45 psi. The catalyst was removed by filtration and the filtrate cooled in the refrigerator. A white precipitate formed and was collected by filtration and recrystallized from methanol to yield 2.1 g of 5-(3,4-dimethoxybenzamido)-1,2,3,4-tetrahydroisoquinoline hydrochloride as a white crystalline powder, m.p., 287... Reactants: C(C)(C)N(C(C)C)CC (N,N-diisopropylethylamine), N1(CC1)[C@]12[C@@H]([C@H]3CC[C@@H]4[C@]5(CC=C(C([C@@H]5CC[C@]4([C@@]3(CC1)C)C)(C)C)C1=CCC(CC1)C(=O)OCC)C)[C@@H](CC2)C(=C)C (ethyl 4-((1R,3 aS,5aR,5bR,7aR,11aS,11bR,13aR,13bR)-3a-(aziridin-1-yl)-5a,5b,8,8,11a-pentamethyl-1-(prop-1-en-2-yl)-2,3,3a,4,5,5a,5b,6,7,7a,8,11,11a,11b,12,13,13a,13b-octadecahydro-1H-cyclopenta[a]chrysen-9-yl)cyclohex-3-enecarboxylate), C1CCOC1 (THF), 2-oxa-5-azabicyclo[2.2.1]heptane, HCl. Run in CO (methanol), O1CCOCC1 (1,4-dioxane). Run at temperature 100 celsius. Product: C12OCC(N(C1)CCN[C@]13[C@@H]([C@H]4CC[C@@H]5[C@]6(CC=C(C([C@@H]6CC[C@]5([C@@]4(CC1)C)C)(C)C)C1=CCC(CC1)C(=O)OCC)C)[C@@H](CC3)C(=C)C)C2 (ethyl 4-((1R,3aS,5aR,5bR,7aR,11aS,11bR,13aR,13bR)-3a-((2-(2-oxa-5-azabicyclo[2.2.1]heptan-5-yl)ethyl)amino)-5a,5b,8,8,11a-pentamethyl-1-(prop-1-en-2-yl)-2,3,3a,4,5,5a,5b,6,7,7a,8,11,11a,11b,12,13,13a,13b-octadecahydro-1H-cyclopenta[a]chrysen-9-yl)cyclohex-3-enecarboxylate). Isolated yield 26.0%. As a reaction SMILES: [N:1]1([C@:4]23[CH2:40][CH2:39][C@@H:38]([C:41]([CH3:43])=[CH2:42])[C@@H:5]2[C@@H:6]2[C@@:19]([CH3:22])([CH2:20][CH2:21]3)[C@@:18]3([CH3:23])[C@@H:9]([C@:10]4([CH3:37])[C@@H:15]([CH2:16][CH2:17]3)[C:14]([CH3:25])([CH3:24])[C:13]([C:26]3[CH2:31][CH2:30][CH:29]([C:32]([O:34][CH2:35][CH3:36])=[O:33])[CH2:28][CH:27]=3)=[CH:12][CH2:11]4)[CH2:8][CH2:7]2)[CH2:3][CH2:2]1.C([N:47]([CH2:51][CH3:52])[CH:48]([CH3:50])[CH3:49])(C)C.C1C[O:56]CC1>CO.O1CCOCC1>[CH:52]12[CH2:49][CH:48]([N:47]([CH2:2][CH2:3][NH:1][C@:4]34[CH2:40][CH2:39][C@@H:38]([C:41]([CH3:43])=[CH2:42])[C@@H:5]3[C@@H:6]3[C@@:19]([CH3:22])([CH2:20][CH2:21]4)[C@@:18]4([CH3:23])[C@@H:9]([C@:10]5([CH3:37])[C@@H:15]([CH2:16][CH2:17]4)[C:14]([CH3:25])([CH3:24])[C:13]([C:26]4[CH2:31][CH2:30][CH:29]([C:32]([O:34][CH2:35][CH3:36])=[O:33])[CH2:28][CH:27]=4)=[CH:12][CH2:11]5)[CH2:8][CH2:7]3)[CH2:51]1)[CH2:50][O:56]2. Procedure details: To a vial containing a suspension of ethyl 4-((1R,3 aS,5aR,5bR,7aR,11aS,11bR,13aR,13bR)-3a-(aziridin-1-yl)-5a,5b,8,8,11a-pentamethyl-1-(prop-1-en-2-yl)-2,3,3a,4,5,5a,5b,6,7,7a,8,11,11a,11b,12,13,13a,13b-octadecahydro-1H-cyclopenta[a]chrysen-9-yl)cyclohex-3-enecarboxylate (0.05 g, 0.085 mmol) in THF (1 mL) was added N,N-diisopropylethylamine (0.089 mL, 0.510 mmol) followed by 2-oxa-5-azabicyclo[2.2.1]heptane, HCl (0.035 g, 0.255 mmol). The vial was sealed and the mixture was heated to 100° C. Aft... Reactants: NC1=CC(=C(C=C1)O)Cl (4-amino-2-chlorophenol), ClC1=CC(=NC=C1)C(=O)NC (4-chloro-N-methyl-2-pyridinecarboxamide). Product: CNC(=O)C1=NC=CC(=C1)OC1=C(C=C(N)C=C1)Cl (4-(2-(N-methylcarbamoyl)-4-pyridyloxy)-3-chloroaniline). Reaction SMILES: [NH2:1][C:2]1[CH:7]=[CH:6][C:5]([OH:8])=[C:4]([Cl:9])[CH:3]=1.Cl[C:11]1[CH:16]=[CH:15][N:14]=[C:13]([C:17]([NH:19][CH3:20])=[O:18])[CH:12]=1>>[CH3:20][NH:19][C:17]([C:13]1[CH:12]=[C:11]([O:8][C:5]2[CH:6]=[CH:7][C:2]([NH2:1])=[CH:3][C:4]=2[Cl:9])[CH:16]=[CH:15][N:14]=1)=[O:18]. Procedure: Entry 20: According to Method A1, Step 4, 4-amino-2-chlorophenol was reacted with 4-chloro-N-methyl-2-pyridinecarboxamide, which had been synthesized according to Method A2, Step 3b, to give 4-(2-(N-methylcarbamoyl)-4-pyridyloxy)-3-chloroaniline. 5-(Trifluoromethyl)-2-methoxyaniline was converted into 5-(trifluoromethyl)-2-methoxyphenyl isocyanate according to Method B1. 5-(Trifluoromethyl)-2-methoxyphenyl isocyanate was reacted with 4-(2-(N-methylcarbamoyl)-4-pyridyloxy)-3-chloroaniline accordi...